Task: describe an organic reaction: reactants, conditions, products, and yield. Dataset: the Open Reaction Database (ORD), a public repository of structured organic reaction records Starting materials: CS(=O)(=O)Nc1ccc2c(c1)S(=O)(=O)N=C(CC(=O)O)N2, COC(=O)C1CCCCCC1NCCC1CC1, CN1CCOCC1, CCN=C=NCCCN(C)C, CN(C)C=O, Cl, Cl. The product is COC(=O)C1CCCCCC1N(CCC1CC1)C(=O)CC1=NS(=O)(=O)c2cc(NS(C)(=O)=O)ccc2N1. As a reaction SMILES: [CH3:18][S:19](=[O:20])(=[O:21])[NH:22][c:23]1[cH:24][c:25]2[c:26]([cH:37][cH:38]1)[NH:27][C:28]([CH2:33][C:34](=[O:35])[OH:36])=[N:29][S:30]2(=[O:31])=[O:32].[CH3:1][O:2][C:3](=[O:4])[CH:5]1[CH:6]([NH:12][CH2:13][CH2:14][CH:15]2[CH2:16][CH2:17]2)[CH2:7][CH2:8][CH2:9][CH2:10][CH2:11]1.[CH3:39][N:40]1[CH2:41][CH2:42][O:43][CH2:44][CH2:45]1.[CH3:47][N:48]([CH3:49])[CH2:50][CH2:51][CH2:52][N:53]=[C:54]=[N:55][CH2:56][CH3:57].[CH3:59][N:60]([CH3:61])[CH:62]=[O:63].[ClH:46].[ClH:58]>>[CH3:1][O:2][C:3](=[O:4])[CH:5]1[CH:6]([N:12]([CH2:13][CH2:14][CH:15]2[CH2:16][CH2:17]2)[C:34]([CH2:33][C:28]2=[N:29][S:30](=[O:31])(=[O:32])[c:25]3[cH:24][c:23]([NH:22][S:19]([CH3:18])(=[O:20])=[O:21])[cH:38][cH:37][c:26]3[NH:27]2)=[O:35])[CH2:7][CH2:8][CH2:9][CH2:10][CH2:11]1.